Dataset: the Open Reaction Database (ORD), a public repository of structured organic reaction records. Task: describe an organic reaction: reactants, conditions, products, and yield Reactants: NC1=NC(=NC=C1C(=O)C1=C(C=CC(=C1)F)OC)NC1CCN(CC1)S(=O)(=O)CCCCl ([4-Amino-2-[1-(3-chloro-propane-1-sulfonyl)-piperidin-4-ylamino]-pyrimidin-5-yl]-(5-fluoro-2-methoxy-phenyl)-methanone), N[C@@H](CO)C(C)C ((R)-2-amino-3-methyl-1-butanol). Product: NC1=NC(=NC=C1C(=O)C1=C(C=CC(=C1)F)OC)NC1CCN(CC1)S(=O)(=O)CCCN[C@H](C(C)C)CO ((4-Amino-2-[1-[3-((R)-1-hydroxymethyl-2-methyl-propylamino)-propane-1-sulfonyl]-piperidin-4-ylamino]-pyrimidin-5-yl)-(5-fluoro-2-methoxy-phenyl)-methanone). Reaction SMILES: [NH2:1][C:2]1[C:7]([C:8]([C:10]2[CH:15]=[C:14]([F:16])[CH:13]=[CH:12][C:11]=2[O:17][CH3:18])=[O:9])=[CH:6][N:5]=[C:4]([NH:19][CH:20]2[CH2:25][CH2:24][N:23]([S:26]([CH2:29][CH2:30][CH2:31]Cl)(=[O:28])=[O:27])[CH2:22][CH2:21]2)[N:3]=1.[NH2:33][C@H:34]([CH:37]([CH3:39])[CH3:38])[CH2:35][OH:36]>>[NH2:1][C:2]1[C:7]([C:8]([C:10]2[CH:15]=[C:14]([F:16])[CH:13]=[CH:12][C:11]=2[O:17][CH3:18])=[O:9])=[CH:6][N:5]=[C:4]([NH:19][CH:20]2[CH2:25][CH2:24][N:23]([S:26]([CH2:29][CH2:30][CH2:31][NH:33][C@@H:34]([CH2:35][OH:36])[CH:37]([CH3:39])[CH3:38])(=[O:28])=[O:27])[CH2:22][CH2:21]2)[N:3]=1. Reported procedure: The compound was prepared from [4-amino-2-[1-(3-chloro-propane-1-sulfonyl)-piperidin-4-ylamino]-pyrimidin-5-yl]-(5-fluoro-2-methoxy-phenyl)-methanone (Example 242) and (R)-2-amino-3-methyl-1-butanol (Aldrich) in an analogous manner as described in Example 227. HR-MS (ES, m/z) calculated for C25H38N6O5SF [(M+H)+] 553.2603, observed 553.2600. Reactants: S(=O)(=O)([O-])[O-].[Mg+2] (magnesium sulfate), C(C)(C)N(C(C)C)CC (N,N-diisopropylethylamine), ICC1=CC=C(C=C1)CCC (1-(iodomethyl)-4-propylbenzene), glycine methyl ether, CN(C)C=O (DMF). Reaction conditions: time 1 day. Product: C(CC)C1=CC=C(CNCC(=O)OC)C=C1 (methyl 2-((4-propylbenzyl)amino)acetate). Yield: 77.0%. As a reaction SMILES: C([N:4]([CH2:8][CH3:9])[CH:5]([CH3:7])C)(C)C.IC[C:12]1[CH:17]=[CH:16][C:15]([CH2:18][CH2:19]C)=[CH:14][CH:13]=1.S([O-])([O-])(=O)=[O:22].[Mg+2].CN([CH:30]=[O:31])C>>[CH2:14]([C:15]1[CH:18]=[CH:19][C:9]([CH2:8][NH:4][CH2:5][C:7]([O:31][CH3:30])=[O:22])=[CH:17][CH:16]=1)[CH2:13][CH3:12] |f:2.3|. Reported procedure: Under argon condition, glycine methyl ether (448 mg, 3.57 mmol) was dissolved in 5 mL of dry DMF and then N,N-diisopropylethylamine (DIPEA; 777 μL, 4.46 mmol) and 1-(iodomethyl)-4-propylbenzene (232 mg, 0.892 mmol) were added. The reaction mixture was then stirred for one day at room temperature. Upon completion of the reaction, the reaction was terminated by adding 10 mL of water and the reaction mixture was extracted with diethyl ether (10 mL×4). The organic layer thus obtained was treated wit... The reactants are CCN=C=NCCCN(C)C, CN(C)C=O, O=C(O)CCc1cnoc1-c1ccc(Cl)cc1, Cl, CCOP(=O)(Cc1ccc(N)cc1)OCC, O, O, On1nnc2ccccc21. Yields the product CCOP(=O)(Cc1ccc(NC(=O)CCc2cnoc2-c2ccc(Cl)cc2)cc1)OCC. Reaction SMILES: [CH2:46]([N:47]=[C:48]=[N:49][CH2:50][CH2:51][CH2:52][N:53]([CH3:54])[CH3:55])[CH3:56].[CH3:58][N:59]([CH3:60])[CH:61]=[O:62].[Cl:17][c:18]1[cH:19][cH:20][c:21](-[c:24]2[c:25]([CH2:29][CH2:30][C:31](=[O:32])[OH:33])[cH:26][n:27][o:28]2)[cH:22][cH:23]1.[ClH:45].[NH2:1][c:2]1[cH:3][cH:4][c:5]([CH2:6][P:7]([O:8][CH2:9][CH3:10])([O:11][CH2:12][CH3:13])=[O:14])[cH:15][cH:16]1.[OH2:34].[OH2:57].[OH:35][n:36]1[c:37]2[cH:38][cH:39][cH:40][cH:41][c:42]2[n:43][n:44]1>>[NH:1]([c:2]1[cH:3][cH:4][c:5]([CH2:6][P:7]([O:8][CH2:9][CH3:10])([O:11][CH2:12][CH3:13])=[O:14])[cH:15][cH:16]1)[C:31]([CH2:30][CH2:29][c:25]1[c:24](-[c:21]2[cH:20][cH:19][c:18]([Cl:17])[cH:23][cH:22]2)[o:28][n:27][cH:26]1)=[O:32]. Starting materials: C(C)OC(C(CCCCC)OC1=CC=C(C=C1)C1=CCCCCCC1)=O (α-[p-(1-cyclooctenyl)-phenoxy]-heptanoic acid ethyl ester), [OH-].[Na+] (sodium hydroxide). The solvent is C(C)O (ethanol). Run at time 2 hour. Product: C1(=CCCCCCC1)C1=CC=C(OC(C(=O)O)CCCCC)C=C1 (2-[p-(1-cyclooctenyl)-phenoxy]-heptanoic acid). As a reaction SMILES: C([O:3][C:4](=[O:26])[CH:5]([O:11][C:12]1[CH:17]=[CH:16][C:15]([C:18]2[CH2:25][CH2:24][CH2:23][CH2:22][CH2:21][CH2:20][CH:19]=2)=[CH:14][CH:13]=1)[CH2:6][CH2:7][CH2:8][CH2:9][CH3:10])C.[OH-].[Na+]>C(O)C>[C:18]1([C:15]2[CH:14]=[CH:13][C:12]([O:11][CH:5]([CH2:6][CH2:7][CH2:8][CH2:9][CH3:10])[C:4]([OH:26])=[O:3])=[CH:17][CH:16]=2)[CH2:25][CH2:24][CH2:23][CH2:22][CH2:21][CH2:20][CH:19]=1 |f:1.2|. Procedure: To 33 g of α-[p-(1-cyclooctenyl)-phenoxy]-heptanoic acid ethyl ester in 120 ml of ethanol are added 120 ml of 2N sodium hydroxide solutuion and the mixture is stirred for 11/2 hours at room temperature. The reaction mixture is then evaporated to dryness in vacuo and the residue partitioned between N hydrochloric acid and ether. The organic phase is washed until neutral, dried over sodium sulphate and evaporated to dryness in vacuo. The residue is crystallised from pentane to yield the 2-[p-(1-cy...